Dataset: the Open Reaction Database (ORD), a public repository of structured organic reaction records. Task: describe an organic reaction: reactants, conditions, products, and yield Starting materials: ClCC(C)=O (chloroacetone), BrC1=C(C=C(C(=S)N)C=C1)C (4-Bromo-3-methylthiobenzamide), ClCC(C)=O (chloroacetone). Solvent: C(C)O (ethanol). Product: BrC1=C(C=C(C=C1)C=1SC=C(N1)C)C (2-(4-Bromo-3-methylphenyl)-4-methylthiazole). Isolated yield 98.1%. RXN SMILES: [Br:1][C:2]1[CH:10]=[CH:9][C:5]([C:6]([NH2:8])=[S:7])=[CH:4][C:3]=1[CH3:11].Cl[CH2:13][C:14](=O)[CH3:15]>C(O)C>[Br:1][C:2]1[CH:10]=[CH:9][C:5]([C:6]2[S:7][CH:13]=[C:14]([CH3:15])[N:8]=2)=[CH:4][C:3]=1[CH3:11]. Reported procedure: 4-Bromo-3-methylthiobenzamide (D38, 0.87 g, 0.0038 mole) was dissolved in ethanol (60 ml) and treated with chloroacetone (0.39 ml, 0.0049 mole). The reaction mixture was heated under reflux for 5 h, then more chloroacetone (0.39 ml, 0.0049 mole) was added and the mixture heated under reflux for a further 3 h. After cooling to room temperature, the solvent was removed in vacuo to leave the title compound as a pale oil (1.00 g, 98%). The reactants are ClC=1C=C(C=CC1Cl)NC=1C2=C(N=CN1)SC1=C2CN(C1)C(=O)OCC (Ethyl 4-[(3,4-dichlorophenyl)amino]-5,7-dihydro-6H-pyrrolo[3′,4′:4,5]thieno[2,3-d]pyrimidine-6-carboxylate), [OH-].[K+] (potassium hydroxide). Product: ClC=1C=C(C=CC1Cl)NC=1C2=C(N=CN1)SC1=C2CNC1 (N-(3,4-Dichlorophenyl)-6,7-dihydro-5H-pyrrolo[3′,4′:4,5]thieno[2,3-d]pyrimidin-4-amine). The yield is 58.9%. RXN SMILES: [Cl:1][C:2]1[CH:3]=[C:4]([NH:9][C:10]2[C:11]3[C:18]4[CH2:19][N:20](C(OCC)=O)[CH2:21][C:17]=4[S:16][C:12]=3[N:13]=[CH:14][N:15]=2)[CH:5]=[CH:6][C:7]=1[Cl:8].[OH-].[K+]>>[Cl:1][C:2]1[CH:3]=[C:4]([NH:9][C:10]2[C:11]3[C:18]4[CH2:19][NH:20][CH2:21][C:17]=4[S:16][C:12]=3[N:13]=[CH:14][N:15]=2)[CH:5]=[CH:6][C:7]=1[Cl:8] |f:1.2|. Procedure: In analogy to Example 23A, ethyl 4-[(3,4-dichlorophenyl)amino]-5,7-dihydro-6H-pyrrolo[3′,4′:4,5]thieno[2,3-d]pyrimidine-6-carboxylate from Example 24A (324 mg, 0.79 mmol) was treated with aqueous potassium hydroxide solution to yield 157 mg (59%) of the title compound. The reactants are COC(C(C(CCCCC1=CC=CC=C1)F)C)=O (β-fluoro-α-methylbenzene-heptanoic acid methyl ester), ClC=1C=C(C(=O)OO)C=CC1 (m-chloroperoxybenzoic acid), S(C=1C(=CC(=C(C1)C(C)(C)C)O)C)C=1C(=CC(=C(C1)C(C)(C)C)O)C (4,4'-thiobis(6-t-butyl-m-cresol)), ClC=1C=C(C(=O)OO)C=CC1 (m-chloroperoxybenzoic acid), S(C=1C(=CC(=C(C1)C(C)(C)C)O)C)C=1C(=CC(=C(C1)C(C)(C)C)O)C (4,4'-thiobis(6-t-butyl-m-cresol)). Conditions: time 8 hour. Procedure details: A solution of 500 mg (2.0 mmol) of β-fluoro-α-methylbenzene-heptanoic acid methyl ester in 50 ml of 1,2-dichloroethane is treated with 1.38 g (8 mmol) of m-chloroperoxybenzoic acid and 20 mg of 4,4'-thiobis(6-t-butyl-m-cresol). The mixture is heated to reflux and maintained under nitrogen for 10.5 hours. An additional 1.38 g (8 mmol) of m-chloroperoxybenzoic acid and 20 mg of 4,4'-thiobis(6-t-butyl-m-cresol) is added and reflux is continued for 8 hours. Yields the product COC(=O)C1(OC1)C(CCCCC1=CC=CC=C1)F (2(1-Fluoro-5-phenylpentyl)-2-oxiranecarboxylic acid methyl ester). Solvent: ClCCCl (1,2-dichloroethane). RXN SMILES: [CH3:1][O:2][C:3](=[O:18])[CH:4]([CH3:17])[CH:5]([F:16])[CH2:6][CH2:7][CH2:8][CH2:9][C:10]1[CH:15]=[CH:14][CH:13]=[CH:12][CH:11]=1.ClC1C=C(C=CC=1)C(OO)=[O:24].S(C1C(C)=CC(O)=C(C(C)(C)C)C=1)C1C(C)=CC(O)=C(C(C)(C)C)C=1>ClCCCl>[CH3:1][O:2][C:3]([C:4]1([CH:5]([F:16])[CH2:6][CH2:7][CH2:8][CH2:9][C:10]2[CH:15]=[CH:14][CH:13]=[CH:12][CH:11]=2)[CH2:17][O:24]1)=[O:18]. The reactants are O=c1ccn(C2CC(O)C(CO)O2)c(=O)[nH]1, Cl[Si](c1ccccc1)(c1ccccc1)c1ccccc1, c1ccncc1. The product is O=c1ccn(C2CC(O)C(CO[Si](c3ccccc3)(c3ccccc3)c3ccccc3)O2)c(=O)[nH]1. As a reaction SMILES: [CH:21]1([n:29]2[c:30](=[O:31])[nH:32][c:33](=[O:34])[cH:35][cH:36]2)[CH2:22][CH:23]([OH:24])[CH:25]([CH2:26][OH:27])[O:28]1.[c:1]1([Si:7]([c:8]2[cH:9][cH:10][cH:11][cH:12][cH:13]2)([c:14]2[cH:15][cH:16][cH:17][cH:18][cH:19]2)[Cl:20])[cH:2][cH:3][cH:4][cH:5][cH:6]1.[cH:37]1[cH:38][cH:39][n:40][cH:41][cH:42]1>>[c:1]1([Si:7]([c:8]2[cH:9][cH:10][cH:11][cH:12][cH:13]2)([c:14]2[cH:15][cH:16][cH:17][cH:18][cH:19]2)[O:27][CH2:26][CH:25]2[CH:23]([OH:24])[CH2:22][CH:21]([n:29]3[c:30](=[O:31])[nH:32][c:33](=[O:34])[cH:35][cH:36]3)[O:28]2)[cH:2][cH:3][cH:4][cH:5][cH:6]1. The reactants are CC(=O)[O-], CC(=O)O, FC(F)c1cc(-c2ccc(C(F)(F)F)cc2)nc2cncn12, ClI, [Na+], O. Product: FC(F)c1cc(-c2ccc(C(F)(F)F)cc2)nc2c(I)ncn12. Reaction SMILES: [CH3:24][C:25](=[O:26])[O-:27].[CH3:30][C:31](=[O:32])[OH:33].[F:1][CH:2]([c:3]1[cH:4][c:5](-[c:12]2[cH:13][cH:14][c:15]([C:18]([F:19])([F:20])[F:21])[cH:16][cH:17]2)[n:6][c:7]2[n:8]1[cH:9][n:10][cH:11]2)[F:22].[I:28][Cl:29].[Na+:23].[OH2:34]>>[F:1][CH:2]([c:3]1[cH:4][c:5](-[c:12]2[cH:13][cH:14][c:15]([C:18]([F:19])([F:20])[F:21])[cH:16][cH:17]2)[n:6][c:7]2[n:8]1[cH:9][n:10][c:11]2[I:28])[F:22].